From a dataset of the Open Reaction Database (ORD), a public repository of structured organic reaction records. describe an organic reaction: reactants, conditions, products, and yield The reactants are CC(=O)O[BH-](OC(C)=O)OC(C)=O, COC(=O)c1cc2ccc(OC)cc2n(CC=O)c1=O, CC(=O)O, ClC(Cl)Cl, ClCCl, [Na+], CC(C)(C)OC(=O)N(Cc1ccc2c(c1)OCCO2)C1CCNCC1, O. Yields the product COC(=O)c1cc2ccc(OC)cc2n(CCN2CCC(N(Cc3ccc4c(c3)OCCO4)C(=O)OC(C)(C)C)CC2)c1=O. As a reaction SMILES: [C:49]([O:50][BH-:51]([O:52][C:53](=[O:54])[CH3:55])[O:56][C:57](=[O:58])[CH3:59])(=[O:60])[CH3:61].[CH3:4][O:5][c:6]1[cH:7][cH:8][c:9]2[cH:10][c:11]([C:20](=[O:21])[O:22][CH3:23])[c:12](=[O:19])[n:13]([CH2:16][CH:17]=[O:18])[c:14]2[cH:15]1.[CH3:68][C:69](=[O:70])[OH:71].[CH:64]([Cl:65])([Cl:66])[Cl:67].[Cl:1][CH2:2][Cl:3].[Na+:62].[O:24]1[CH2:25][CH2:26][O:27][c:28]2[c:29]1[cH:30][cH:31][c:32]([CH2:34][N:35]([C:36]([O:37][C:38]([CH3:39])([CH3:40])[CH3:41])=[O:42])[CH:43]1[CH2:44][CH2:45][NH:46][CH2:47][CH2:48]1)[cH:33]2.[OH2:63]>>[CH3:4][O:5][c:6]1[cH:7][cH:8][c:9]2[cH:10][c:11]([C:20](=[O:21])[O:22][CH3:23])[c:12](=[O:19])[n:13]([CH2:16][CH2:17][N:46]3[CH2:45][CH2:44][CH:43]([N:35]([CH2:34][c:32]4[cH:31][cH:30][c:29]5[c:28]([cH:33]4)[O:27][CH2:26][CH2:25][O:24]5)[C:36]([O:37][C:38]([CH3:39])([CH3:40])[CH3:41])=[O:42])[CH2:48][CH2:47]3)[c:14]2[cH:15]1. The reactants are C=C(OCC)c1ccc2nc(C(=O)Nc3ccccc3)cn2c1, ClCCl, Cl. Reaction SMILES: [CH2:1]([CH3:2])[O:3][C:4](=[CH2:5])[c:6]1[cH:7][cH:8][c:9]2[n:10]([cH:11]1)[cH:12][c:13]([C:15](=[O:16])[NH:17][c:18]1[cH:19][cH:20][cH:21][cH:22][cH:23]1)[n:14]2.[Cl:25][CH2:26][Cl:27].[ClH:24]>>[ClH:24].[O:3]=[C:4]([CH3:5])[c:6]1[cH:7][cH:8][c:9]2[n:10]([cH:11]1)[cH:12][c:13]([C:15](=[O:16])[NH:17][c:18]1[cH:19][cH:20][cH:21][cH:22][cH:23]1)[n:14]2. Product: Cl, CC(=O)c1ccc2nc(C(=O)Nc3ccccc3)cn2c1.